Dataset: the Open Reaction Database (ORD), a public repository of structured organic reaction records. Task: describe an organic reaction: reactants, conditions, products, and yield Starting materials: FC1=C(C=CC=C1)C(CC1=C(C=CC=C1)F)=NO (1,2-bis(2-fluorophenyl)ethanone oxime), BrCCBr (1,2-dibromoethane), [OH-].[Na+] (sodium hydroxide). The reagents and catalysts are [Br-].C(CCC)[N+](CCCC)(CCCC)CCCC (N,N,N,N-tetrabutylammonium bromide). Run at time 3 hour. Product: BrCCON=C(CC1=C(C=CC=C1)F)C1=C(C=CC=C1)F (1,2-bis(2-fluorophenyl)ethanone O-(2-bromoethyl)oxime). RXN SMILES: [F:1][C:2]1[CH:7]=[CH:6][CH:5]=[CH:4][C:3]=1[C:8](=[N:17][OH:18])[CH2:9][C:10]1[CH:15]=[CH:14][CH:13]=[CH:12][C:11]=1[F:16].[OH-].[Na+].[Br:21][CH2:22][CH2:23]Br>[Br-].C([N+](CCCC)(CCCC)CCCC)CCC>[Br:21][CH2:22][CH2:23][O:18][N:17]=[C:8]([C:3]1[CH:4]=[CH:5][CH:6]=[CH:7][C:2]=1[F:1])[CH2:9][C:10]1[CH:15]=[CH:14][CH:13]=[CH:12][C:11]=1[F:16] |f:1.2,4.5|. Reported procedure: To a mixture of the above oxime (7.0 g, 29 mmol), 1,2-dibromoethane (50 ml) and N,N,N,N-tetrabutylammonium bromide (1.0 g, 3 mmol) was carefully added 9N sodium hydroxide (33 ml) while the temperature was kept below 20° C. After stirring at ambient temperature for 3 h the phases were separated and the organic phase was washed with water (2×100 ml) and saturated aqueous ammonium chloride (30 ml). The solvent was evaporated in vacuo and the residue co-evaporated in vacuo with absolute ethanol (100... Reactants: ClC1=CC=CC=2SC(=CC21)C(CC)=O (1-(4-chlorobenzo[b]thiophen-2-yl)propan-1-one), [Br-].[Br-].[Br-].C1(=CC=CC=C1)[N+](C)(C)C.C1(=CC=CC=C1)[N+](C)(C)C.C1(=CC=CC=C1)[N+](C)(C)C (phenyltrimethylammonium tribromide). Run in O1CCCC1 (tetrahydrofuran). Conditions: time 18.5 hour. Yields the product BrC(C(=O)C1=CC2=C(S1)C=CC=C2Cl)C (2-bromo-1-(4-chlorobenzo[b]thiophen-2-yl)propan-1-one). Yield: 236.8%. Reaction SMILES: [Cl:1][C:2]1[C:10]2[CH:9]=[C:8]([C:11](=[O:14])[CH2:12][CH3:13])[S:7][C:6]=2[CH:5]=[CH:4][CH:3]=1.[Br-:15].[Br-].[Br-].C1([N+](C)(C)C)C=CC=CC=1.C1([N+](C)(C)C)C=CC=CC=1.C1([N+](C)(C)C)C=CC=CC=1>O1CCCC1>[Br:15][CH:12]([CH3:13])[C:11]([C:8]1[S:7][C:6]2[CH:5]=[CH:4][CH:3]=[C:2]([Cl:1])[C:10]=2[CH:9]=1)=[O:14] |f:1.2.3.4.5.6|. Reported procedure: A mixture of 1-(4-chlorobenzo[b]thiophen-2-yl)propan-1-one (1.65 g), phenyltrimethylammonium tribromide (2.76 g) and tetrahydrofuran (20 ml) was stirred under nitrogen for 18.5 hours, then it was filtered and diluted with water (200 ml). The product was extracted into dichloromethane (3×40 ml), the combined extracts were dried (MgSO4) and the solvents were removed in vacuo. The residue was purified by flash chromatography over silica using dichloromethane as eluant. Appropriate fractions were co... The reactants are N1=CN=CC(=C1)C(=O)NC1(CC1)C(=O)O (1-[(pyrimidine-5-carbonyl)-amino]-cyclopropanecarboxylic acid), C(C)(C)C1=C(OC2=CC=C(CN)C=C2)C=CC=C1 (4-(2-isopropyl-phenoxy)-benzylamine). Procedure details: Analogously to Example (7c) the title compound was prepared from 1-[(pyrimidine-5-carbonyl)-amino]-cyclopropanecarboxylic acid and 4-(2-isopropyl-phenoxy)-benzylamine. The product is C(C)(C)C1=C(OC2=CC=C(CNC(=O)C3(CC3)NC(=O)C=3C=NC=NC3)C=C2)C=CC=C1 (pyrimidine-5-carboxylic acid-{1-[4-(2-isopropyl-phenoxy)-benzylcarbamoyl]-cyclopropyl}-amide). Yield: 89.0%. Reaction SMILES: [N:1]1[CH:6]=[C:5]([C:7]([NH:9][C:10]2([C:13]([OH:15])=O)[CH2:12][CH2:11]2)=[O:8])[CH:4]=[N:3][CH:2]=1.[CH:16]([C:19]1[CH:33]=[CH:32][CH:31]=[CH:30][C:20]=1[O:21][C:22]1[CH:29]=[CH:28][C:25]([CH2:26][NH2:27])=[CH:24][CH:23]=1)([CH3:18])[CH3:17]>>[CH:16]([C:19]1[CH:33]=[CH:32][CH:31]=[CH:30][C:20]=1[O:21][C:22]1[CH:29]=[CH:28][C:25]([CH2:26][NH:27][C:13]([C:10]2([NH:9][C:7]([C:5]3[CH:4]=[N:3][CH:2]=[N:1][CH:6]=3)=[O:8])[CH2:11][CH2:12]2)=[O:15])=[CH:24][CH:23]=1)([CH3:18])[CH3:17]. The reactants are C(C=C)N1CCC(CC1)CC1=CC=CC=C1 (N-allyl-4-benzylpiperidine), C(C)[Mg]CC (diethylmagnesium), solution, (Cyclopentadienyl)(1-[(1'S,2'S,5'R)-2'-isopropyl-5'-methylcyclohexyl]-4,5,6,7-tetrahydroindenyl)zirconium dichloride, O=O (oxygen). Solvent: C1CCOC1 (THF), C(C)OCC (diethyl ether). Reaction conditions: time 8 hour. The product is OCC(CN1CCC(CC1)CC1=CC=CC=C1)CC (N-(2-hydroxymethylbutyl)-4-benzylpiperidine). As a reaction SMILES: C([Mg][CH2:4][CH3:5])C.[CH2:6]([N:9]1[CH2:14][CH2:13][CH:12]([CH2:15][C:16]2[CH:21]=[CH:20][CH:19]=[CH:18][CH:17]=2)[CH2:11][CH2:10]1)[CH:7]=[CH2:8].[O:22]=O>C(OCC)C.C1COCC1>[OH:22][CH2:8][CH:7]([CH2:4][CH3:5])[CH2:6][N:9]1[CH2:10][CH2:11][CH:12]([CH2:15][C:16]2[CH:21]=[CH:20][CH:19]=[CH:18][CH:17]=2)[CH2:13][CH2:14]1. Procedure details: A solution of diethylmagnesium (5 ml of a 0.8 M solution in diethyl ether, 4 mmol) was placed in a Schlenk tube and the solvent removed. The residue was dissolved in THF (1 ml). (Cyclopentadienyl)(1-[(1'S,2'S,5'R)-2'-isopropyl-5'-methylcyclohexyl]-4,5,6,7-tetrahydroindenyl)zirconium dichloride (prepared as in Example 1, 24 mg, 0.05 mmol) was added under positive argon flow followed by N-allyl-4-benzylpiperidine (0.215 g, 1 mmol) in THF (1 ml). The reaction mixture was stirred at room temperature... Starting materials: B, Cc1cc(CBr)cc(CC(=O)O)c1, C1CCOC1, CSC. Yields the product Cc1cc(CBr)cc(CCO)c1. Reaction SMILES: [BH3:4].[Br:5][CH2:6][c:7]1[cH:8][c:9]([CH2:14][C:15](=[O:16])[OH:17])[cH:10][c:11]([CH3:13])[cH:12]1.[CH2:18]1[O:19][CH2:20][CH2:21][CH2:22]1.[CH3:1][S:2][CH3:3]>>[Br:5][CH2:6][c:7]1[cH:8][c:9]([CH2:14][CH2:15][OH:16])[cH:10][c:11]([CH3:13])[cH:12]1.